From a dataset of the Open Reaction Database (ORD), a public repository of structured organic reaction records. describe an organic reaction: reactants, conditions, products, and yield Reactants: C(C)(=O)OCC (ethyl acetate), OC1=CC2=C([C@@H](CO2)CC(=O)OC)C=C1 (methyl [(3S)-6-hydroxy-2,3-dihydro-1-benzofuran-3-yl]acetate), ClCC=1C=C(C=CC1)C1=C(C=C(C=C1C)OCCCS(=O)(=O)C)C (3′-chloromethyl-2,6-dimethyl-4-[3-(methylsulfonyl)propoxy]biphenyl), P(=O)([O-])([O-])[O-].[K+].[K+].[K+] (tripotassium phosphate). Solvent: O (water), CN(C=O)C (N,N-dimethylformamide). Reaction conditions: temperature 60 celsius, time 3 hour. Product: CC1=C(C(=CC(=C1)OCCCS(=O)(=O)C)C)C1=CC(=CC=C1)COC1=CC2=C([C@@H](CO2)CC(=O)O)C=C1 ([(3S)-6-({2′,6′-dimethyl-4′-[3-(methylsulfonyl)propoxy]biphenyl-3-yl}methoxy)-2,3-dihydro-1-benzofuran-3-yl]acetic acid). Isolated yield 99.3%. RXN SMILES: [OH:1][C:2]1[CH:15]=[CH:14][C:5]2[C@H:6]([CH2:9][C:10]([O:12]C)=[O:11])[CH2:7][O:8][C:4]=2[CH:3]=1.Cl[CH2:17][C:18]1[CH:19]=[C:20]([C:24]2[C:29]([CH3:30])=[CH:28][C:27]([O:31][CH2:32][CH2:33][CH2:34][S:35]([CH3:38])(=[O:37])=[O:36])=[CH:26][C:25]=2[CH3:39])[CH:21]=[CH:22][CH:23]=1.P([O-])([O-])([O-])=O.[K+].[K+].[K+].C(OCC)(=O)C>CN(C)C=O.O>[CH3:39][C:25]1[CH:26]=[C:27]([O:31][CH2:32][CH2:33][CH2:34][S:35]([CH3:38])(=[O:36])=[O:37])[CH:28]=[C:29]([CH3:30])[C:24]=1[C:20]1[CH:21]=[CH:22][CH:23]=[C:18]([CH2:17][O:1][C:2]2[CH:15]=[CH:14][C:5]3[C@H:6]([CH2:9][C:10]([OH:12])=[O:11])[CH2:7][O:8][C:4]=3[CH:3]=2)[CH:19]=1 |f:2.3.4.5|. Procedure details: To a solution of methyl [(3S)-6-hydroxy-2,3-dihydro-1-benzofuran-3-yl]acetate (85.00 g) and 3′-chloromethyl-2,6-dimethyl-4-[3-(methylsulfonyl)propoxy]biphenyl (149.91 g) in N,N-dimethylformamide (255 mL) was added tripotassium phosphate (130.00 g), and the mixture was stirred at 60° C. for 3 hr. The reaction mixture was cooled to room temperature, ethyl acetate (1020 mL) and water (1020 mL) were added, and the mixture was partitioned. The organic layer was washed with water (1020 mL) and 10% bri... The reactants are CC(=O)NC1CCN(c2cccc(Br)c2)CC1, C1CCOC1, [H-], CI, [Na+]. Product: CC(=O)N(C)C1CCN(c2cccc(Br)c2)CC1. RXN SMILES: [Br:1][c:2]1[cH:3][c:4]([N:8]2[CH2:9][CH2:10][CH:11]([NH:14][C:15]([CH3:16])=[O:17])[CH2:12][CH2:13]2)[cH:5][cH:6][cH:7]1.[CH2:22]1[O:23][CH2:24][CH2:25][CH2:26]1.[H-:18].[I:20][CH3:21].[Na+:19]>>[Br:1][c:2]1[cH:3][c:4]([N:8]2[CH2:9][CH2:10][CH:11]([N:14]([C:15]([CH3:16])=[O:17])[CH3:21])[CH2:12][CH2:13]2)[cH:5][cH:6][cH:7]1. The reactants are C1CCOC1, CO, CCOC(=O)c1c(-c2cccc(Cl)c2)c2cc(C(=O)c3nc(-c4ccccc4)cs3)ccc2[nH]c1=O, O. RXN SMILES: [CH2:40]1[O:41][CH2:42][CH2:43][CH2:44]1.[CH3:38][OH:39].[Cl:1][c:2]1[cH:3][c:4](-[c:8]2[c:9]([C:32](=[O:33])[O:34][CH2:35][CH3:36])[c:10](=[O:31])[nH:11][c:12]3[cH:13][cH:14][c:15]([C:18](=[O:19])[c:20]4[s:21][cH:22][c:23](-[c:25]5[cH:26][cH:27][cH:28][cH:29][cH:30]5)[n:24]4)[cH:16][c:17]23)[cH:5][cH:6][cH:7]1.[OH2:37]>>[Cl:1][c:2]1[cH:3][c:4](-[c:8]2[c:9]([C:32](=[O:33])[O:34][CH2:35][CH3:36])[c:10](=[O:31])[nH:11][c:12]3[cH:13][cH:14][c:15]([CH:18]([OH:19])[c:20]4[s:21][cH:22][c:23](-[c:25]5[cH:26][cH:27][cH:28][cH:29][cH:30]5)[n:24]4)[cH:16][c:17]23)[cH:5][cH:6][cH:7]1. Yields the product CCOC(=O)c1c(-c2cccc(Cl)c2)c2cc(C(O)c3nc(-c4ccccc4)cs3)ccc2[nH]c1=O. The reactants are COC(C)=O, COC1C(=O)N(C(C(=O)OCC(Cl)(Cl)Cl)=C(C)C)C1SC(C)=O, O=[O+][O-]. Product: COC1C(=O)N(C(=O)C(=O)OCC(Cl)(Cl)Cl)C1SC(C)=O. Reaction SMILES: [C:27]([O:28][CH3:29])(=[O:30])[CH3:31].[Cl:4][C:5]([CH2:6][O:7][C:8]([C:9](=[C:10]([CH3:11])[CH3:12])[N:13]1[C:14](=[O:23])[CH:15]([O:21][CH3:22])[CH:16]1[S:17][C:18]([CH3:19])=[O:20])=[O:24])([Cl:25])[Cl:26].[O-:1][O+:2]=[O:3]>>[O:1]=[C:9]([C:8]([O:7][CH2:6][C:5]([Cl:4])([Cl:25])[Cl:26])=[O:24])[N:13]1[C:14](=[O:23])[CH:15]([O:21][CH3:22])[CH:16]1[S:17][C:18]([CH3:19])=[O:20]. Starting materials: CCOC(=O)C(=O)c1cn(Cc2ccccc2)c2cccc(-c3ccc(OC(F)(F)F)cc3)c12, C1CCOC1, [K+], [OH-], O. Yields the product O=C(O)C(=O)c1cn(Cc2ccccc2)c2cccc(-c3ccc(OC(F)(F)F)cc3)c12. As a reaction SMILES: [CH2:1]([c:2]1[cH:3][cH:4][cH:5][cH:6][cH:7]1)[n:8]1[cH:9][c:10]([C:28]([C:29](=[O:30])[O:31][CH2:32][CH3:33])=[O:34])[c:11]2[c:12](-[c:17]3[cH:18][cH:19][c:20]([O:23][C:24]([F:25])([F:26])[F:27])[cH:21][cH:22]3)[cH:13][cH:14][cH:15][c:16]12.[CH2:37]1[O:38][CH2:39][CH2:40][CH2:41]1.[K+:36].[OH-:35].[OH2:42]>>[CH2:1]([c:2]1[cH:3][cH:4][cH:5][cH:6][cH:7]1)[n:8]1[cH:9][c:10]([C:28]([C:29](=[O:30])[OH:31])=[O:34])[c:11]2[c:12](-[c:17]3[cH:18][cH:19][c:20]([O:23][C:24]([F:25])([F:26])[F:27])[cH:21][cH:22]3)[cH:13][cH:14][cH:15][c:16]12. Reactants: O=C(O)c1cc(Br)cs1, CC#N, CC(C)Sc1ccc(B(O)O)cc1, Cl, [Na+], [Na+], O=C([O-])[O-], O. Product: CC(C)Sc1ccc(-c2csc(C(=O)O)c2)cc1. RXN SMILES: [Br:14][c:15]1[cH:16][c:17]([C:20](=[O:21])[OH:22])[s:18][cH:19]1.[CH3:31][C:32]#[N:33].[CH:1]([CH3:2])([CH3:3])[S:4][c:5]1[cH:6][cH:7][c:8]([B:11]([OH:12])[OH:13])[cH:9][cH:10]1.[ClH:29].[Na+:23].[Na+:24].[O-:25][C:26](=[O:27])[O-:28].[OH2:30]>>[CH:1]([CH3:2])([CH3:3])[S:4][c:5]1[cH:6][cH:7][c:8](-[c:15]2[cH:16][c:17]([C:20](=[O:21])[OH:22])[s:18][cH:19]2)[cH:9][cH:10]1. RXN SMILES: [CH2:11]=[C:12]1[CH2:13][O:14][c:15]2[c:16]([cH:28][c:29]([C:32](=[O:33])[O:34][CH3:35])[cH:30][cH:31]2)[CH:17]([S:19](=[O:20])(=[O:21])[c:22]2[cH:23][cH:24][cH:25][cH:26][cH:27]2)[CH2:18]1.[CH2:36]([CH3:37])[Br:38].[CH3:1][Si:2]([N-:3][Si:4]([CH3:5])([CH3:6])[CH3:7])([CH3:8])[CH3:9].[Cl:45][CH2:46][Cl:47].[ClH:39].[Li+:10].[O:40]1[CH2:41][CH2:42][CH2:43][CH2:44]1.[OH2:48]>>[CH2:11]=[C:12]1[CH2:13][O:14][c:15]2[c:16]([cH:28][c:29]([C:32](=[O:33])[O:34][CH3:35])[cH:30][cH:31]2)[C:17]([S:19](=[O:20])(=[O:21])[c:22]2[cH:23][cH:24][cH:25][cH:26][cH:27]2)([CH2:36][CH3:37])[CH2:18]1. Product: C=C1COc2ccc(C(=O)OC)cc2C(CC)(S(=O)(=O)c2ccccc2)C1. The reactants are C=C1COc2ccc(C(=O)OC)cc2C(S(=O)(=O)c2ccccc2)C1, CCBr, C[Si](C)(C)[N-][Si](C)(C)C, ClCCl, Cl, [Li+], C1CCOC1, O.